Dataset: the Open Reaction Database (ORD), a public repository of structured organic reaction records. Task: describe an organic reaction: reactants, conditions, products, and yield Starting materials: FC=1C=C(C=CC1SC)[N+](=O)[O-] (3-fluoro-4-methylsulfanylnitrobenzene), C(=O)[O-].[NH4+] (amonium formate), C(=O)[O-].[NH4+] (amonium formate). The reagents and catalysts are [Pd] (Pd/C). Solvent: C1CCOC1.CO (THF MeOH), C(C)(=O)OCC (ethyl acetate). The product is FC=1C=C(C=CC1SC)N (3-fluoro-4-methylsulfanylphenylamine). Yield: 71.9%. Reaction SMILES: [F:1][C:2]1[CH:3]=[C:4]([N+:10]([O-])=O)[CH:5]=[CH:6][C:7]=1[S:8][CH3:9].C([O-])=O.[NH4+]>C1COCC1.CO.C(OCC)(=O)C.[Pd]>[F:1][C:2]1[CH:3]=[C:4]([NH2:10])[CH:5]=[CH:6][C:7]=1[S:8][CH3:9] |f:1.2,3.4|. Procedure details: 10.0 g of 3-fluoro-4-methylsulfanylnitrobenzene prepared in the above example 1, 0.1 eq of Pd/C (5 wt %), 4 eq of amonium formate were dissolved in THF/MeOH (1:1) and refluxed for 3 hours. The solid, which was not dissolved in the solution, was filtered away, and the filtrate was distilled under reduced pressure to obtain oily compound, which was dissolved again in 80 ml of ethyl acetate. Solid amonium formate which was not dissolved in the solution, was filtered away, and the filtrate was disti... The reactants are FC1(CCN(CC1)C(=O)C=1NC2=CC=C(C=C2C1)OC1CCN(CC1)C(C)C)F ((4,4-Difluoro-piperidin-1-yl)-[5-(1-isopropyl-piperidin-4-yloxy)-1H-indol-2-yl]-methanone), FC1(CCN(CC1)C(=O)C=1NC2=CC=C(C=C2C1)OC1CCN(CC1)C(C)C)F ((4,4-Difluoro-piperidin-1-yl)-[5-(1-isopropyl-piperidin-4-yloxy)-1H-indol-2-yl]-methanone), IC1=NC=CC=C1 (2-iodopyridine). The product is FC1(CCN(CC1)C(=O)C=1N(C2=CC=C(C=C2C1)OC1CCN(CC1)C(C)C)C1=NC=CC=C1)F ((4,4-Difluoro-piperidin-1-yl)-[5-(1-isopropyl-piperidin-4-yloxy)-1-pyridin-2-yl-1H-indol-2-yl]-methanone). As a reaction SMILES: [F:1][C:2]1([F:29])[CH2:7][CH2:6][N:5]([C:8]([C:10]2[NH:11][C:12]3[C:17]([CH:18]=2)=[CH:16][C:15]([O:19][CH:20]2[CH2:25][CH2:24][N:23]([CH:26]([CH3:28])[CH3:27])[CH2:22][CH2:21]2)=[CH:14][CH:13]=3)=[O:9])[CH2:4][CH2:3]1.I[C:31]1[CH:36]=[CH:35][CH:34]=[CH:33][N:32]=1>>[F:29][C:2]1([F:1])[CH2:7][CH2:6][N:5]([C:8]([C:10]2[N:11]([C:31]3[CH:36]=[CH:35][CH:34]=[CH:33][N:32]=3)[C:12]3[C:17]([CH:18]=2)=[CH:16][C:15]([O:19][CH:20]2[CH2:25][CH2:24][N:23]([CH:26]([CH3:27])[CH3:28])[CH2:22][CH2:21]2)=[CH:14][CH:13]=3)=[O:9])[CH2:4][CH2:3]1. Procedure details: In analogy to the procedure described for the synthesis of example 34, the title compound was synthesized from (4,4-difluoro-piperidin-1-yl)-[5-(1-isopropyl-piperidin-4-yloxy)-1H-indol-2-yl]-methanone (intermediate 1) and 2-iodopyridine. The title compound was obtained in 88% yield as an orange oil. MS (m/e): 483.3 (MH+, 100%). The reactants are FC(CNC(=O)C1(C2=CC=CC=C2OC=2C=CC=CC12)CCCCBr)(F)F (9-(4-bromo-butyl)-9H-xanthene-9-carboxylic acid-(2,2,2-trifluoro-ethyl)-amide), N1(CCNCCC1)C1=NC2=C(N1C)C=CC=C2 (2-[1.4]diazepan-1-yl-1-methyl-1H-benzimidazole). Product: FC(CNC(=O)C1(C2=CC=CC=C2OC=2C=CC=CC12)CCCCN1CCN(CCC1)C1=NC2=C(N1C)C=CC=C2)(F)F (9-{4-[4-(1-methyl-1H-benzimidazol-2-yl)-[1.4]diazepan-1-yl]-butyl}-9H-xanthene-9-carboxylic acid-(2,2,2-trifluoro-ethyl)-amide). RXN SMILES: [F:1][C:2]([F:27])([F:26])[CH2:3][NH:4][C:5]([C:7]1([CH2:21][CH2:22][CH2:23][CH2:24]Br)[C:20]2[CH:19]=[CH:18][CH:17]=[CH:16][C:15]=2[O:14][C:13]2[C:8]1=[CH:9][CH:10]=[CH:11][CH:12]=2)=[O:6].[N:28]1([C:35]2[N:39]([CH3:40])[C:38]3[CH:41]=[CH:42][CH:43]=[CH:44][C:37]=3[N:36]=2)[CH2:34][CH2:33][CH2:32][NH:31][CH2:30][CH2:29]1>>[F:1][C:2]([F:27])([F:26])[CH2:3][NH:4][C:5]([C:7]1([CH2:21][CH2:22][CH2:23][CH2:24][N:31]2[CH2:32][CH2:33][CH2:34][N:28]([C:35]3[N:39]([CH3:40])[C:38]4[CH:41]=[CH:42][CH:43]=[CH:44][C:37]=4[N:36]=3)[CH2:29][CH2:30]2)[C:20]2[CH:19]=[CH:18][CH:17]=[CH:16][C:15]=2[O:14][C:13]2[C:8]1=[CH:9][CH:10]=[CH:11][CH:12]=2)=[O:6]. Procedure details: Prepared analogously to Example 2 from 9-(4-bromo-butyl)-9H-xanthene-9-carboxylic acid-(2,2,2-trifluoro-ethyl)-amide and 2-[1.4]diazepan-1-yl-1-methyl-1H-benzimidazole. Yields the product ClC1=C(C2=C(N(N=N2)CC(=O)NC2=C(C=NC=C2)C(F)(F)F)C=C1)OC1=CC(=CC(=C1)C#N)Cl (2-[5-chloro-4-(3-chloro-5-cyanophenoxy)-1H-1,2,3-benzotriazol-1-yl]-N-[3-(trifluoromethyl)pyridin-4-yl]acetamide). Reagents/catalysts: CN(C)C=O (DMF). Reaction SMILES: [Cl:1][C:2]1[CH:14]=[CH:13][C:5]2[N:6]([CH2:9][C:10](O)=[O:11])[N:7]=[N:8][C:4]=2[C:3]=1[O:15][C:16]1[CH:21]=[C:20]([C:22]#[N:23])[CH:19]=[C:18]([Cl:24])[CH:17]=1.C(Cl)(=O)C(Cl)=O.[F:31][C:32]([F:41])([F:40])[C:33]1[CH:34]=[N:35][CH:36]=[CH:37][C:38]=1[NH2:39]>C(Cl)Cl.CN(C=O)C>[Cl:1][C:2]1[CH:14]=[CH:13][C:5]2[N:6]([CH2:9][C:10]([NH:39][C:38]3[CH:37]=[CH:36][N:35]=[CH:34][C:33]=3[C:32]([F:41])([F:31])[F:40])=[O:11])[N:7]=[N:8][C:4]=2[C:3]=1[O:15][C:16]1[CH:21]=[C:20]([C:22]#[N:23])[CH:19]=[C:18]([Cl:24])[CH:17]=1. The reactants are C(C(=O)Cl)(=O)Cl (oxalyl chloride), ClC1=C(C2=C(N(N=N2)CC(=O)O)C=C1)OC1=CC(=CC(=C1)C#N)Cl ([5-chloro-4-(3-chloro-5-cyanophenoxy)-1H-1,2,3-benzotriazol-1-yl]acetic acid), FC(C=1C=NC=CC1N)(F)F (3-(trifluoromethyl)pyridin-4-amine). The solvent is C(Cl)Cl (DCM). Procedure details: To a suspension of [5-chloro-4-(3-chloro-5-cyanophenoxy)-1H-1,2,3-benzotriazol-1-yl]acetic acid (15 mg, 0.041 mmol) (see step 2 in Example 16) in DCM (0.5 mL) was added oxalyl chloride (58 mg, 0.454 mmol), followed by addition of DMF (1 drop) and then, following bubbling cessation, by addition of 3-(trifluoromethyl)pyridin-4-amine (201 mg, 1.239 mmol). After 10 minutes, the reaction mixture was concentrated, taken up in MeOH/DMSO, and purified by reverse phase chromatography eluting with 30-95% ... Reaction conditions: time 10 minute. The reactants are C1(=CC=CC=C1)B(O)O (phenyl boronic acid), COC(CCC1=C(C=C(C=C1)OC1=CC(=CC=C1)OC1=C(C=C(C=C1)C(F)(F)F)Br)C)=O (3-{4-[3-(2-bromo-4-trifluoromethyl-phenoxy)-phenoxy]-2-methyl-phenyl}-propionic acid methyl ester). Product: CC1=C(C=CC(=C1)OC1=CC(=CC=C1)OC1=C(C=C(C=C1)C(F)(F)F)C1=CC=CC=C1)CCC(=O)O (3-{2-Methyl-4-[3-(5-trifluoromethyl-biphenyl-2-yloxy)-phenoxy]-phenyl}-propionic acid). Reaction SMILES: [C:1]1(B(O)O)[CH:6]=[CH:5][CH:4]=[CH:3][CH:2]=1.C[O:11][C:12](=[O:41])[CH2:13][CH2:14][C:15]1[CH:20]=[CH:19][C:18]([O:21][C:22]2[CH:27]=[CH:26][CH:25]=[C:24]([O:28][C:29]3[CH:34]=[CH:33][C:32]([C:35]([F:38])([F:37])[F:36])=[CH:31][C:30]=3Br)[CH:23]=2)=[CH:17][C:16]=1[CH3:40]>>[CH3:40][C:16]1[CH:17]=[C:18]([O:21][C:22]2[CH:27]=[CH:26][CH:25]=[C:24]([O:28][C:29]3[CH:34]=[CH:33][C:32]([C:35]([F:38])([F:37])[F:36])=[CH:31][C:30]=3[C:1]3[CH:6]=[CH:5][CH:4]=[CH:3][CH:2]=3)[CH:23]=2)[CH:19]=[CH:20][C:15]=1[CH2:14][CH2:13][C:12]([OH:11])=[O:41]. Reported procedure: The title compound is prepared according to Example 89 by using phenyl boronic acid and 3-{4-[3-(2-bromo-4-trifluoromethyl-phenoxy)-phenoxy]-2-methyl-phenyl}-propionic acid methyl ester to afford about 74 mg (49%). 1H NMR (400 MHz, CDCl3); MS (ES+) m/z mass calcd for C29H23O4F3 492, found 493 (M+1, 100%). Reactants: OCC1C2CC(F)(F)CC2CN1Cc1ccccc1, C1CCOC1, Cc1ccccc1, CCOC(=O)N=NC(=O)OCC, O=C1NC(=O)c2ccccc21, c1ccc(P(c2ccccc2)c2ccccc2)cc1. Yields the product O=C1c2ccccc2C(=O)N1CC1C2CC(F)(F)CC2CN1Cc1ccccc1. Reaction SMILES: [CH2:43]([c:44]1[cH:45][cH:46][cH:47][cH:48][cH:49]1)[N:50]1[CH:51]([CH2:60][OH:61])[CH:52]2[CH2:53][C:54]([F:58])([F:59])[CH2:55][CH:56]2[CH2:57]1.[CH2:62]1[O:63][CH2:64][CH2:65][CH2:66]1.[CH3:67][c:68]1[cH:69][cH:70][cH:71][cH:72][cH:73]1.[O:20]=[C:21]([O:22][CH2:23][CH3:24])[N:25]=[N:26][C:27]([O:28][CH2:29][CH3:30])=[O:31].[O:32]=[C:33]1[NH:34][C:35](=[O:36])[c:37]2[cH:38][cH:39][cH:40][cH:41][c:42]21.[c:1]1([P:2]([c:3]2[cH:4][cH:5][cH:6][cH:7][cH:8]2)[c:9]2[cH:10][cH:11][cH:12][cH:13][cH:14]2)[cH:15][cH:16][cH:17][cH:18][cH:19]1>>[O:32]=[C:33]1[N:34]([CH2:60][CH:51]2[N:50]([CH2:43][c:44]3[cH:45][cH:46][cH:47][cH:48][cH:49]3)[CH2:57][CH:56]3[CH:52]2[CH2:53][C:54]([F:58])([F:59])[CH2:55]3)[C:35](=[O:36])[c:37]2[cH:38][cH:39][cH:40][cH:41][c:42]21. Starting materials: ClC1=NC(=CN=C1)Cl (2,6-dichloropyrazine), SiO2 n-hexane ethyl acetate, S1C=C(C=C1)B(O)O (thiophene-3-boronic acid), C(=O)([O-])[O-].[Na+].[Na+] (Na2CO3). Reagents/catalysts: C=1C=CC(=CC1)[P](C=2C=CC=CC2)(C=3C=CC=CC3)[Pd]([P](C=4C=CC=CC4)(C=5C=CC=CC5)C=6C=CC=CC6)([P](C=7C=CC=CC7)(C=8C=CC=CC8)C=9C=CC=CC9)[P](C=1C=CC=CC1)(C=1C=CC=CC1)C=1C=CC=CC1 (tetrakis(triphenylphosphine)palladium). Run in COCCOC (1,2-Dimethoxyethane). Run at time 15 minute. Product: ClC1=NC(=CN=C1)C1=CSC=C1 (2-Chloro-6-(3-thienyl)pyrazine). RXN SMILES: Cl[C:2]1[CH:7]=[N:6][CH:5]=[C:4]([Cl:8])[N:3]=1.[S:9]1[CH:13]=[CH:12][C:11](B(O)O)=[CH:10]1.C([O-])([O-])=O.[Na+].[Na+]>C1C=CC([P]([Pd]([P](C2C=CC=CC=2)(C2C=CC=CC=2)C2C=CC=CC=2)([P](C2C=CC=CC=2)(C2C=CC=CC=2)C2C=CC=CC=2)[P](C2C=CC=CC=2)(C2C=CC=CC=2)C2C=CC=CC=2)(C2C=CC=CC=2)C2C=CC=CC=2)=CC=1.COCCOC>[Cl:8][C:4]1[CH:5]=[N:6][CH:7]=[C:2]([C:11]2[CH:12]=[CH:13][S:9][CH:10]=2)[N:3]=1 |f:2.3.4,^1:26,28,47,66|. Procedure details: 1,2-Dimethoxyethane (120 mL) was added to a mixture of tetrakis(triphenylphosphine)palladium (0) (0.87 g, 0.75 mmol) and 2,6-dichloropyrazine (2.43 g, 16.3 mmol). After 15 min of stirring at room temperature, thiophene-3-boronic acid (2.09 g, 16.3 mmol) followed by aqueous Na2CO3 (2 M; 25 mL) were added. The mixture was heated at reflux for 2 h [TLC monitoring by SiO2/n-hexane/ethyl acetate (85:15)]. The layers were separated and the light brownish water layer was extracted with ether (2×100 mL)...